Dataset: the Open Reaction Database (ORD), a public repository of structured organic reaction records. Task: describe an organic reaction: reactants, conditions, products, and yield Reactants: [OH-].[Na+] (sodium hydroxide), C1N(CCN2C1C1=C(CC3=C2C=CC=C3)C=CC=C1)CC(=O)OCC (ethyl 2-(1,2,3,4,10,14b-hexahydrodibenzo[c,f]pyrazino[1,2-a]azepin-2-yl)acetate). Solvent: CO (methanol). The product is C1N(CCN2C1C1=C(CC3=C2C=CC=C3)C=CC=C1)CC(=O)O (2-(1,2,3,4,10,14b-Hexahydrodibenzo[c,f]pyrazino[1,2-a]azepin-2-yl)acetic acid). Isolated yield 86.4%. RXN SMILES: [OH-].[Na+].[CH2:3]1[CH:8]2[C:9]3[CH:21]=[CH:20][CH:19]=[CH:18][C:10]=3[CH2:11][C:12]3[CH:17]=[CH:16][CH:15]=[CH:14][C:13]=3[N:7]2[CH2:6][CH2:5][N:4]1[CH2:22][C:23]([O:25]CC)=[O:24]>CO>[CH2:3]1[CH:8]2[C:9]3[CH:21]=[CH:20][CH:19]=[CH:18][C:10]=3[CH2:11][C:12]3[CH:17]=[CH:16][CH:15]=[CH:14][C:13]=3[N:7]2[CH2:6][CH2:5][N:4]1[CH2:22][C:23]([OH:25])=[O:24] |f:0.1|. Reported procedure: 2N Aqueous sodium hydroxide solution (5 ml) was added to a solution of 1.68 g of ethyl 2-(1,2,3,4,10,14b-hexahydrodibenzo[c,f]pyrazino[1,2-a]azepin-2-yl)acetate in 17 ml of methanol. The solution was refluxed for 30 min and then concentrated. The residue was dissolved in hot water and the solution was neutralized with 0.5N hydrochloric acid. The precipitates were collected by filtration to give 1.33 g of colorless crystals, which were recrystallized from aqueous ethanol to give colorless needles... The reactants are NN1CCCC1 (aminopyrrolidine), CN(C(=O)C1CCN(CC1)C1=NC(=NC2=CC(=CC=C12)F)Cl)C (1-(2-chloro-7-fluoroquinazolin-4-yl)piperidine-4-carboxylic acid dimethylamide), Cl.N[C@@H]1CN(CC1)C(CC1=CC=C(C=C1)OC(F)(F)F)=O (1-((S)-3-aminopyrrolidin-1-yl)-2-(4-trifluoromethoxyphenyl)ethanone mono hydrochloride), C(C)(C)N(C(C)C)CC (N,N-diisopropylethylamine). Run in C(Cl)(Cl)Cl (chloroform), C(O)([O-])=O.[Na+] (sodium hydrogencarbonate), C(CCC)O (n-butanol). Conditions: temperature 120 celsius. Product: Cl.CN(C(=O)C1CCN(CC1)C1=NC(=NC2=CC(=CC=C12)F)N[C@@H]1CN(CC1)C(CC1=CC=C(C=C1)OC(F)(F)F)=O)C (1-(7-fluoro-2-((S)-1-(2-(4-trifluoromethoxyphenyl)ethanoyl)pyrrolidin-3-ylamino)quinazolin-4-yl)piperidine-4-carboxylic acid dimethylamide mono hydrochloride). The yield is 23.7%. As a reaction SMILES: NN1CCCC1.[CH3:7][N:8]([CH3:29])[C:9]([CH:11]1[CH2:16][CH2:15][N:14]([C:17]2[C:26]3[C:21](=[CH:22][C:23]([F:27])=[CH:24][CH:25]=3)[N:20]=[C:19]([Cl:28])[N:18]=2)[CH2:13][CH2:12]1)=[O:10].Cl.[NH2:31][C@H:32]1[CH2:36][CH2:35][N:34]([C:37](=[O:50])[CH2:38][C:39]2[CH:44]=[CH:43][C:42]([O:45][C:46]([F:49])([F:48])[F:47])=[CH:41][CH:40]=2)[CH2:33]1.C(N(CC)C(C)C)(C)C>C(Cl)(Cl)Cl.C(=O)([O-])O.[Na+].C(O)CCC>[ClH:28].[CH3:7][N:8]([CH3:29])[C:9]([CH:11]1[CH2:16][CH2:15][N:14]([C:17]2[C:26]3[C:21](=[CH:22][C:23]([F:27])=[CH:24][CH:25]=3)[N:20]=[C:19]([NH:31][C@H:32]3[CH2:36][CH2:35][N:34]([C:37](=[O:50])[CH2:38][C:39]4[CH:40]=[CH:41][C:42]([O:45][C:46]([F:47])([F:48])[F:49])=[CH:43][CH:44]=4)[CH2:33]3)[N:18]=2)[CH2:13][CH2:12]1)=[O:10] |f:2.3,6.7,9.10|. Procedure details: A mixture of 2,4-dichloro-7-fluoroquinazoline (250 mg), piperidine-4-carboxylic acid dimethylamide (189 mg), triethylamine (0.24 mL), THF (6 mL), and DMF (4 mL) was stirred at room temperature for 13 h. The reaction mixture was diluted with a mixture of chloroform and saturated aqueous sodium hydrogencarbonate, and then the aqueous layer was extracted 3 times with chloroform. The organic layer was dried with anhydrous sodium sulfate, the desiccant was removed by filtration, the filtrate was conc...